From a dataset of the Open Reaction Database (ORD), a public repository of structured organic reaction records. describe an organic reaction: reactants, conditions, products, and yield Reaction conditions: time 30 minute. Yields the product C1(=CC=C(C=C1)[C@H](C)NC([C@@H](NC(CCCCCCCCC)=O)C)=O)C (N-decanoyl-L-alanine-(S)-1-(p-tolyl)ethylamide). Reaction SMILES: [C:1]([N:12]1[C@@H:16]([CH3:17])[C:15](=[O:18])OC1=O)(=[O:11])[CH2:2][CH2:3][CH2:4][CH2:5][CH2:6][CH2:7][CH2:8][CH2:9][CH3:10].[C:20]1([CH3:29])[CH:25]=[CH:24][C:23]([C@@H:26]([NH2:28])[CH3:27])=[CH:22][CH:21]=1.CN1CCOCC1>O1CCCC1>[C:20]1([CH3:29])[CH:25]=[CH:24][C:23]([C@@H:26]([NH:28][C:15](=[O:18])[C@H:16]([CH3:17])[NH:12][C:1](=[O:11])[CH2:2][CH2:3][CH2:4][CH2:5][CH2:6][CH2:7][CH2:8][CH2:9][CH3:10])[CH3:27])=[CH:22][CH:21]=1. Isolated yield 79.4%. Reactants: C1(=CC=C(C=C1)[C@H](C)N)C ((S)-1-(p-tolyl)ethylamine), CN1CCOCC1 (N-methylmorpholine), C(CCCCCCCCC)(=O)N1C(OC([C@@H]1C)=O)=O ((S)-3-Decanoyl-4-methyl-2,5-oxazolidinedione). Procedure details: (S)-3-Decanoyl-4-methyl-2,5-oxazolidinedione (N-decanoyl-L-alanine-NCA) (100 mg, 0.37 mmol) was dissolved in tetrahydrofuran (3 mL), and at 0° C., (S)-1-(p-tolyl)ethylamine (49 mg, 0.36 mmol) and N-methylmorpholine (37 mg, 0.36 mmol) were added, followed by stirring for 30 minutes. The reaction mixture was treated in a similar manner as in Example 19 to afford the title compound (103 mg, 77%) as white crystals. The solvent is O1CCCC1 (tetrahydrofuran). Solvent: O (water). Starting materials: ClC1=C(C(=O)Cl)C=CC=C1 (2-Chlorobenzoyl chloride), NC=1C=C2CCCC2=CC1 (5-aminoindan), C([O-])([O-])=O.[K+].[K+] (potassium carbonate), C(C)(=O)OCC (ethyl acetate). RXN SMILES: [Cl:1][C:2]1[CH:10]=[CH:9][CH:8]=[CH:7][C:3]=1[C:4](Cl)=[O:5].[NH2:11][C:12]1[CH:13]=[C:14]2[C:18](=[CH:19][CH:20]=1)[CH2:17][CH2:16][CH2:15]2.C(=O)([O-])[O-].[K+].[K+].C(OCC)(=O)C>O>[Cl:1][C:2]1[CH:10]=[CH:9][CH:8]=[CH:7][C:3]=1[C:4]([NH:11][C:12]1[CH:13]=[C:14]2[C:18](=[CH:19][CH:20]=1)[CH2:17][CH2:16][CH2:15]2)=[O:5] |f:2.3.4|. The product is ClC1=C(C(=O)NC=2C=C3CCCC3=CC2)C=CC=C1 (5-(2-chlorobenzoylamino)indan). Reported procedure: 2-Chlorobenzoyl chloride (11.8 g) was added dropwise to a stirred mixture of 5-aminoindan (9.0 g), potassium carbonate (9.3 g), ethyl acetate (90 ml) and water (90 ml) under ice-cooling. The mixture was further stirred under ice-cooling for one hour, at the end of which time the organic layer was separated, washed with water, dried (MgSO4) and distilled to remove the solvent. The procedure gave crystals of 5-(2-chlorobenzoylamino)indan. The crystals were collected by filtration and recrystallize... RXN SMILES: [CH3:1][CH2:2][C:3](=[O:25])[C@@H:4]1[C@:21]2([CH3:22])[C@H:7]([C@H:8]3[C@H:18]([C:19](=[O:23])[CH2:20]2)[C@:16]2([CH3:17])[C@H:11]([CH2:12][C:13](=[O:24])[CH2:14][CH2:15]2)[CH2:10][CH2:9]3)[CH2:6][CH2:5]1>O.Cl.Cl.Cl[Ir](Cl)(Cl)Cl>[OH:24][C@@H:13]1[CH2:14][CH2:15][C@@:16]2([CH3:17])[C@@H:11]([CH2:10][CH2:9][C@@H:8]3[C@@H:18]2[C:19](=[O:23])[CH2:20][C@@:21]2([CH3:22])[C@H:7]3[CH2:6][CH2:5][C@@H:4]2[C:3](=[O:25])[CH2:2][CH3:1])[CH2:12]1 |f:1.2.3.4|. Procedure: 21-Methyl-5α-pregnane-3,11,20-trione (0.4 g.) was added to "stock" chloroiridic acid solution (75 ml.) and the resulting mixture was refluxed for 2 hr. The solution was then cooled and partitioned between water and ether. The organic layer was washed with saturated aqueous sodium bicarbonate, dried (Na2SO4) and evaporated. The reagents and catalysts are O.Cl.Cl.Cl[Ir](Cl)(Cl)Cl (chloroiridic acid). Reactants: CCC([C@H]1CC[C@H]2[C@@H]3CC[C@H]4CC(CC[C@]4(C)[C@H]3C(C[C@]12C)=O)=O)=O (21-Methyl-5α-pregnane-3,11,20-trione). The product is O[C@H]1C[C@@H]2CC[C@H]3[C@@H]4CC[C@H](C(CC)=O)[C@]4(CC([C@@H]3[C@]2(CC1)C)=O)C (3α-Hydroxy-21-methyl-5α-pregnane-11,20-dione). Starting materials: C(C)N(C\C=C/C1=C(C=CC(=C1)F)S(=O)(=O)NC1=CC=C2C3=C(COC2=C1C(=O)OC)OC=C3)CC (Methyl 7-[2-((Z)-3-diethylaminoprop-1-enyl)-4-fluorobenzenesulfonylamino]-4H-furo[2,3-c]chromene-6-carboxylate), C(C)(=O)N1C[C@H]2[C@@H](C3=CC=C(C(=C13)C(=O)OC)NS(=O)(=O)C1=C(C=C(C=C1)F)Br)CCO2 (methyl cis-(3aRS,9bRS)-5-acetyl-7-(2-bromo-4-fluorobenzenesulfonylamino)-1,2,3a,4,5,9b-hexahydrofuro[2,3-c]quinoline-6-carboxylate), C(C)(=O)N1C[C@H]2[C@@H](C3=CC=C(C(=C13)C(=O)OC)NS(=O)(=O)C1=C(C=C(C=C1)F)Br)CCO2 (methyl cis-(3aRS,9bRS)-5-acetyl-7-(2-bromo-4-fluorobenzenesulfonylamino)-1,2,3a,4,5,9b-hexahydrofuro[2,3-c]quinoline-6-carboxylate). Conditions: temperature 80 celsius. The product is C(C)(=O)N1C[C@H]2[C@@H](C3=CC=C(C(=C13)C(=O)OC)NS(=O)(=O)C1=C(C=C(C=C1)F)\C=C/CN(CC)CC)CCO2 (Methyl cis-(3aRS,9bRS)-5-acetyl-7-[2-((Z)-3-diethylaminoprop-1-enyl)-4-fluorobenzenesulfonylamino]-1,2,3a,4,5,9b-hexahydrofuro[2,3-c]quinoline-6-carboxylate). As a reaction SMILES: [CH2:1]([N:3]([CH2:35][CH3:36])[CH2:4]/[CH:5]=[CH:6]\[C:7]1[CH:12]=[C:11]([F:13])[CH:10]=[CH:9][C:8]=1[S:14]([NH:17][C:18]1[C:27]([C:28]([O:30][CH3:31])=[O:29])=[C:26]2[C:21]([C:22]3[CH:34]=[CH:33][O:32][C:23]=3CO2)=[CH:20][CH:19]=1)(=[O:16])=[O:15])[CH3:2].[C:37]([N:40]1C2C(=CC=C(NS(C3C=CC(F)=CC=3Br)(=O)=O)C=2C(OC)=O)[C@H]2CCO[C@H]2[CH2:41]1)(=[O:39])[CH3:38]>>[C:37]([N:40]1[C:26]2[C:21](=[CH:20][CH:19]=[C:18]([NH:17][S:14]([C:8]3[CH:9]=[CH:10][C:11]([F:13])=[CH:12][C:7]=3/[CH:6]=[CH:5]\[CH2:4][N:3]([CH2:1][CH3:2])[CH2:35][CH3:36])(=[O:15])=[O:16])[C:27]=2[C:28]([O:30][CH3:31])=[O:29])[C@H:22]2[CH2:34][CH2:33][O:32][C@H:23]2[CH2:41]1)(=[O:39])[CH3:38]. Procedure: Prepared by proceeding in a similar manner to Intermediate 9, starting from methyl cis-(3aRS,9bRS)-5-acetyl-7-(2-bromo-4-fluorobenzenesulfonylamino)-1,2,3a,4,5,9b-hexahydrofuro[2,3-c]quinoline-6-carboxylate (Intermediate 28) and heating at 80° C. for 2 hours. Reactants: CN(C1(CCC(CC1)C=1NC2=CC=CC=C2C1CCO)C1=CC=CC=C1)C (2-[2-(4-Dimethylamino-4-phenyl-cyclohexyl)-1H-indol-3-yl]-ethanol), BrC(Br)(Br)Br (tetrabromomethane), C1(=CC=CC=C1)P(C1=CC=CC=C1)C1=CC=CC=C1 (Triphenylphosphine). Run in C(Cl)Cl (CH2Cl2). Conditions: time 2.5 hour. Yields the product BrCCC1=C(NC2=CC=CC=C12)C1CCC(CC1)(N(C)C)C1=CC=CC=C1 (4-(3-(2-Bromoethyl)-1H-indol-2-yl)-N,N-dimethyl-1-phenylcyclohexanamine). Yield: 52.9%. Reaction SMILES: [CH3:1][N:2]([CH3:27])[C:3]1([C:21]2[CH:26]=[CH:25][CH:24]=[CH:23][CH:22]=2)[CH2:8][CH2:7][CH:6]([C:9]2[NH:10][C:11]3[C:16]([C:17]=2[CH2:18][CH2:19]O)=[CH:15][CH:14]=[CH:13][CH:12]=3)[CH2:5][CH2:4]1.[Br:28]C(Br)(Br)Br.C1(P(C2C=CC=CC=2)C2C=CC=CC=2)C=CC=CC=1>C(Cl)Cl>[Br:28][CH2:19][CH2:18][C:17]1[C:16]2[C:11](=[CH:12][CH:13]=[CH:14][CH:15]=2)[NH:10][C:9]=1[CH:6]1[CH2:7][CH2:8][C:3]([C:21]2[CH:26]=[CH:25][CH:24]=[CH:23][CH:22]=2)([N:2]([CH3:27])[CH3:1])[CH2:4][CH2:5]1. Procedure: 2-[2-(4-Dimethylamino-4-phenyl-cyclohexyl)-1H-indol-3-yl]-ethanol (Example 219, 3.20 g, 8.8 mmol) was dissolved in abs. CH2Cl2 (50 ml) at RT and tetrabromomethane (4.39 g, 13.2 mmol) was added. Triphenylphosphine (3.61 g, 12.6 mmol) was then added at RT. The solution was stirred at RT for 2.5 h and then concentrated i. vac. Flash chromatography of the residue with 300 g of silica gel and ethyl acetate/ethanol (1:2) gave 1.98 g of contaminated product, 1 N NaOH was added to this and the mixture w...